From a dataset of the Open Reaction Database (ORD), a public repository of structured organic reaction records. describe an organic reaction: reactants, conditions, products, and yield Reactants: O=C([O-])[O-], CCCC#N, CCCSc1nc(Cl)ccc1C(=O)NC1CCOCC1, ClCCl, Cl, [K+], [K+], COC(=O)CC1CCCNC1. Yields the product CCCSc1nc(N2CCCC(CC(=O)OC)C2)ccc1C(=O)NC1CCOCC1. Reaction SMILES: [C:33](=[O:34])([O-:35])[O-:36].[CH3:39][CH2:40][CH2:41][C:42]#[N:43].[Cl:1][c:2]1[n:3][c:4]([S:17][CH2:18][CH2:19][CH3:20])[c:5]([C:6](=[O:7])[NH:8][CH:9]2[CH2:10][CH2:11][O:12][CH2:13][CH2:14]2)[cH:15][cH:16]1.[Cl:44][CH2:45][Cl:46].[ClH:32].[K+:37].[K+:38].[NH:21]1[CH2:22][CH:23]([CH2:27][C:28](=[O:29])[O:30][CH3:31])[CH2:24][CH2:25][CH2:26]1>>[c:2]1([N:21]2[CH2:22][CH:23]([CH2:27][C:28](=[O:29])[O:30][CH3:31])[CH2:24][CH2:25][CH2:26]2)[n:3][c:4]([S:17][CH2:18][CH2:19][CH3:20])[c:5]([C:6](=[O:7])[NH:8][CH:9]2[CH2:10][CH2:11][O:12][CH2:13][CH2:14]2)[cH:15][cH:16]1.